Dataset: the Open Reaction Database (ORD), a public repository of structured organic reaction records. Task: describe an organic reaction: reactants, conditions, products, and yield Reactants: C1CCOC1, CCOC(C)=O, CCC1CC(N=[N+]=[N-])CC1c1nnc2cnc3c(ccn3COCC[Si](C)(C)C)n12, O, c1ccc(P(c2ccccc2)c2ccccc2)cc1. The product is CCC1CC(N)CC1c1nnc2cnc3c(ccn3COCC[Si](C)(C)C)n12. As a reaction SMILES: [CH2:31]1[O:32][CH2:33][CH2:34][CH2:35]1.[CH3:56][CH2:57][O:58][C:59]([CH3:60])=[O:61].[N:1](=[N+:2]=[N-:3])[CH:4]1[CH2:5][CH:6]([CH2:29][CH3:30])[CH:7]([c:9]2[n:10][n:11][c:12]3[n:13]2[c:14]2[c:15]([n:16][cH:17]3)[n:18]([CH2:21][O:22][CH2:23][CH2:24][Si:25]([CH3:26])([CH3:27])[CH3:28])[cH:19][cH:20]2)[CH2:8]1.[OH2:55].[c:36]1([P:37]([c:38]2[cH:39][cH:40][cH:41][cH:42][cH:43]2)[c:44]2[cH:45][cH:46][cH:47][cH:48][cH:49]2)[cH:50][cH:51][cH:52][cH:53][cH:54]1>>[NH2:1][CH:4]1[CH2:5][CH:6]([CH2:29][CH3:30])[CH:7]([c:9]2[n:10][n:11][c:12]3[n:13]2[c:14]2[c:15]([n:16][cH:17]3)[n:18]([CH2:21][O:22][CH2:23][CH2:24][Si:25]([CH3:26])([CH3:27])[CH3:28])[cH:19][cH:20]2)[CH2:8]1. Starting materials: ON1C(C=2C(C1=O)=CC=CC2)=O (N-hydroxyphthalimide), [H-].[Na+] (sodium hydride), ClCCCN(CCCC)CCCC (3-chloropropyldibutylamine). The solvent is CN(C=O)C (N,N-dimethylformamide), CN(C=O)C (N,N-dimethylformamide), CN(C=O)C (N,N-dimethylformamide). The product is C(CCC)N(CCCON1C(C=2C(C1=O)=CC=CC2)=O)CCCC (N-(3-dibutylaminopropoxy)-phthalimide). Isolated yield 96.6%. As a reaction SMILES: [H-].[Na+].[OH:3][N:4]1[C:8](=[O:9])[C:7]2=[CH:10][CH:11]=[CH:12][CH:13]=[C:6]2[C:5]1=[O:14].Cl[CH2:16][CH2:17][CH2:18][N:19]([CH2:24][CH2:25][CH2:26][CH3:27])[CH2:20][CH2:21][CH2:22][CH3:23]>CN(C)C=O>[CH2:24]([N:19]([CH2:20][CH2:21][CH2:22][CH3:23])[CH2:18][CH2:17][CH2:16][O:3][N:4]1[C:5](=[O:14])[C:6]2=[CH:13][CH:12]=[CH:11][CH:10]=[C:7]2[C:8]1=[O:9])[CH2:25][CH2:26][CH3:27] |f:0.1|. Procedure: To a suspension of 1.75 g of sodium hydride in ml of N,N-dimethylformamide was added a mixture of 11.9 g of N-hydroxyphthalimide and 60 ml of N,N-dimethylformamide, and then the mixture was stirred for minutes. To the reaction solution was added a mixture of 15 g of 3-chloropropyldibutylamine and 10 ml of N,N-dimethylformamide, and then the mixture was heated at reflux for 5 hours. After evaporation of the solvent, ethyl acetate was added to the residue, and the mixture was washed with water. Ev... Starting materials: COC(CCC1=C(C=CC=C1OCCCCCC(=O)OC)CCCCCCOC1=C(C2=C(C(CCO2)=O)C=C1)CCCC1=CC=CC=C1)=O (2-[6-[[3,4-dihydro-4-oxo-8-(3-phenylpropyl)-2H-1-benzopyran-7-yl]oxy]hexyl]-6-[(6-methoxy-6-oxohexyl)oxy]benzenepropanoic acid methyl ester), [OH-].[Li+] (lithium hydroxide). Run in O1CCCC1 (tetrahydrofuran). The product is C(=O)(O)CCCCCOC1=C(C(=CC=C1)CCCCCCOC1=C(C2=C(C(CCO2)=O)C=C1)CCCC1=CC=CC=C1)CCC(=O)O (2-[(5-Carboxypentyl)oxy]-6-[6-[[3,4-dihydro-4-oxo-8-(3-phenylpropyl)-2H-1-benzopyran-7-yl]oxy]hexyl]benzenepropanoic Acid). The yield is 98.0%. As a reaction SMILES: C[O:2][C:3](=[O:49])[CH2:4][CH2:5][C:6]1[C:11]([O:12][CH2:13][CH2:14][CH2:15][CH2:16][CH2:17][C:18]([O:20]C)=[O:19])=[CH:10][CH:9]=[CH:8][C:7]=1[CH2:22][CH2:23][CH2:24][CH2:25][CH2:26][CH2:27][O:28][C:29]1[CH:39]=[CH:38][C:32]2[C:33](=[O:37])[CH2:34][CH2:35][O:36][C:31]=2[C:30]=1[CH2:40][CH2:41][CH2:42][C:43]1[CH:48]=[CH:47][CH:46]=[CH:45][CH:44]=1.[OH-].[Li+]>O1CCCC1>[C:18]([CH2:17][CH2:16][CH2:15][CH2:14][CH2:13][O:12][C:11]1[CH:10]=[CH:9][CH:8]=[C:7]([CH2:22][CH2:23][CH2:24][CH2:25][CH2:26][CH2:27][O:28][C:29]2[CH:39]=[CH:38][C:32]3[C:33](=[O:37])[CH2:34][CH2:35][O:36][C:31]=3[C:30]=2[CH2:40][CH2:41][CH2:42][C:43]2[CH:44]=[CH:45][CH:46]=[CH:47][CH:48]=2)[C:6]=1[CH2:5][CH2:4][C:3]([OH:49])=[O:2])([OH:20])=[O:19] |f:1.2|. Procedure: The 2-[6-[[3,4-dihydro-4-oxo-8-(3-phenylpropyl)-2H-1-benzopyran-7-yl]oxy]hexyl]-6-[(6-methoxy-6-oxohexyl)oxy]benzenepropanoic acid methyl ester from the preceding example (0.38 g; 0.565 mmol) was saponified by stirring with 2 mL of 3N aqueous lithium hydroxide, in 15 mL of tetrahydrofuran for 24 hr, at room temperature. Work-up as in example 4 followed by flash-chromatography on silica gel (eluting with 96:3:1 chloroform-methanol-acetic acid) and recrystallization from hexane-ethyl acetate gave ...